Dataset: the Open Reaction Database (ORD), a public repository of structured organic reaction records. Task: describe an organic reaction: reactants, conditions, products, and yield The reactants are CCCc1c(OCCCSc2nc3ccc(C(=O)O)cc3[nH]2)ccc(C(C)=O)c1O, CO, O=C(OO)c1cccc(Cl)c1, ClCCl. The product is CCCc1c(OCCCS(=O)c2nc3ccc(C(=O)O)cc3[nH]2)ccc(C(C)=O)c1O. Reaction SMILES: [C:1]([CH3:2])(=[O:3])[c:4]1[c:5]([OH:30])[c:6]([CH2:27][CH2:28][CH3:29])[c:7]([O:8][CH2:9][CH2:10][CH2:11][S:12][c:13]2[nH:14][c:15]3[c:16]([n:17]2)[cH:18][cH:19][c:20]([C:22](=[O:23])[OH:24])[cH:21]3)[cH:25][cH:26]1.[CH3:45][OH:46].[Cl:31][c:32]1[cH:33][cH:34][cH:35][c:36]([C:37]([O:38][OH:40])=[O:39])[cH:41]1.[Cl:42][CH2:43][Cl:44]>>[C:1]([CH3:2])(=[O:3])[c:4]1[c:5]([OH:30])[c:6]([CH2:27][CH2:28][CH3:29])[c:7]([O:8][CH2:9][CH2:10][CH2:11][S:12]([c:13]2[nH:14][c:15]3[c:16]([n:17]2)[cH:18][cH:19][c:20]([C:22](=[O:23])[OH:24])[cH:21]3)=[O:39])[cH:25][cH:26]1. The reactants are C1CCOC1, ClCCl, OC1CN2CCC1CC2, Oc1ccc2c(c1)[nH]c1ccccc12, c1ccc(P(c2ccccc2)c2ccccc2)cc1. Product: c1ccc2c(c1)[nH]c1cc(OC3CN4CCC3CC4)ccc12. Reaction SMILES: [CH2:43]1[O:44][CH2:45][CH2:46][CH2:47]1.[Cl:48][CH2:49][Cl:50].[N:15]12[CH2:16][CH:17]([OH:23])[CH:18]([CH2:19][CH2:20]1)[CH2:21][CH2:22]2.[OH:1][c:2]1[cH:3][c:4]2[nH:5][c:6]3[cH:7][cH:8][cH:9][cH:10][c:11]3[c:12]2[cH:13][cH:14]1.[c:24]1([P:25]([c:26]2[cH:27][cH:28][cH:29][cH:30][cH:31]2)[c:32]2[cH:33][cH:34][cH:35][cH:36][cH:37]2)[cH:38][cH:39][cH:40][cH:41][cH:42]1>>[O:1]([c:2]1[cH:3][c:4]2[nH:5][c:6]3[cH:7][cH:8][cH:9][cH:10][c:11]3[c:12]2[cH:13][cH:14]1)[CH:17]1[CH2:16][N:15]2[CH2:20][CH2:19][CH:18]1[CH2:21][CH2:22]2. The reactants are O=C([O-])[O-], O=C(Cl)c1ccc(Cl)cc1, [K+], [K+], NC1CN(C2CCCCC2)CC1O, C1COCCO1, O. The product is O=C(NC1CN(C2CCCCC2)CC1O)c1ccc(Cl)cc1. As a reaction SMILES: [C:14](=[O:15])([O-:16])[O-:17].[Cl:20][c:21]1[cH:22][cH:23][c:24]([C:25](=[O:26])[Cl:27])[cH:28][cH:29]1.[K+:18].[K+:19].[NH2:1][CH:2]1[CH:3]([OH:13])[CH2:4][N:5]([CH:7]2[CH2:8][CH2:9][CH2:10][CH2:11][CH2:12]2)[CH2:6]1.[O:31]1[CH2:32][CH2:33][O:34][CH2:35][CH2:36]1.[OH2:30]>>[NH:1]([CH:2]1[CH:3]([OH:13])[CH2:4][N:5]([CH:7]2[CH2:8][CH2:9][CH2:10][CH2:11][CH2:12]2)[CH2:6]1)[C:25]([c:24]1[cH:23][cH:22][c:21]([Cl:20])[cH:29][cH:28]1)=[O:26].